This data is from the Open Reaction Database (ORD), a public repository of structured organic reaction records. The task is: describe an organic reaction: reactants, conditions, products, and yield Reactants: COC(=O)CBr, COC(=O)c1ccccc1S(=O)(=O)Nc1ccccc1C(F)(F)F, [H-], [Na+], CN(C)C=O, O. The product is COC(=O)CN(c1ccccc1C(F)(F)F)S(=O)(=O)c1ccccc1C(=O)OC. As a reaction SMILES: [Br:27][CH2:28][C:29](=[O:30])[O:31][CH3:32].[CH3:3][O:4][C:5]([c:6]1[c:7]([S:12]([NH:13][c:14]2[c:15]([C:20]([F:21])([F:22])[F:23])[cH:16][cH:17][cH:18][cH:19]2)(=[O:24])=[O:25])[cH:8][cH:9][cH:10][cH:11]1)=[O:26].[H-:2].[Na+:1].[O:34]=[CH:35][N:36]([CH3:37])[CH3:38].[OH2:33]>>[CH3:3][O:4][C:5]([c:6]1[c:7]([S:12]([N:13]([c:14]2[c:15]([C:20]([F:21])([F:22])[F:23])[cH:16][cH:17][cH:18][cH:19]2)[CH2:28][C:29](=[O:30])[O:31][CH3:32])(=[O:24])=[O:25])[cH:8][cH:9][cH:10][cH:11]1)=[O:26]. Starting materials: C1OC=2C=C(CCN)C=CC2OC1 (3,4-ethylenedioxyphenethylamine), ClC=1C2=C(N=C(N1)C1=NC=CC=C1)SC(=C2C)C (4-chloro-2-(pyridin-2-yl)-5,6-dimethyl-thieno-[2,3-d]-pyrimidine). The product is N1=C(C=CC=C1)C=1N=C(C2=C(N1)SC(=C2C)C)NCCC2=CC1=C(C=C2)OCCO1 (2-(pyridin-2-yl)-4-(3,4-ethylenedioxyphenethylamino)-5,6-dimethyl-thieno-[2,3-d]-pyrimidine). RXN SMILES: [CH2:1]1[CH2:13][O:12][C:11]2[CH:10]=[CH:9][C:5]([CH2:6][CH2:7][NH2:8])=[CH:4][C:3]=2[O:2]1.Cl[C:15]1[C:16]2[C:29]([CH3:30])=[C:28]([CH3:31])[S:27][C:17]=2[N:18]=[C:19]([C:21]2[CH:26]=[CH:25][CH:24]=[CH:23][N:22]=2)[N:20]=1>>[N:22]1[CH:23]=[CH:24][CH:25]=[CH:26][C:21]=1[C:19]1[N:20]=[C:15]([NH:8][CH2:7][CH2:6][C:5]2[CH:9]=[CH:10][C:11]3[O:12][CH2:13][CH2:1][O:2][C:3]=3[CH:4]=2)[C:16]2[C:29]([CH3:30])=[C:28]([CH3:31])[S:27][C:17]=2[N:18]=1. Reported procedure: With the procedure of Example 1, the reaction of 3,4-ethylenedioxyphenethylamine with 4-chloro-2-(pyridin-2-yl)-5,6-dimethyl-thieno-[2,3-d]-pyrimidine yields 2-(pyridin-2-yl)-4-(3,4-ethylenedioxyphenethylamino)-5,6-dimethyl-thieno-[2,3-d]-pyrimidine. Reactants: BrC1=CC(=C(N)C=C1)F (4-bromo-2-fluoroaniline), C(#N)[Cu] (CuCN), ice water. The solvent is CN1CCCC1=O (NMP). Yields the product NC1=C(C=C(C#N)C=C1)F (4-amino-3-fluorobenzonitrile). Isolated yield 80.8%. RXN SMILES: Br[C:2]1[CH:8]=[CH:7][C:5]([NH2:6])=[C:4]([F:9])[CH:3]=1.[C:10]([Cu])#[N:11]>CN1C(=O)CCC1>[NH2:6][C:5]1[CH:7]=[CH:8][C:2]([C:10]#[N:11])=[CH:3][C:4]=1[F:9]. Procedure details: 50 g (0.26 mol) of 4-bromo-2-fluoroaniline and 30 g (0.34 mol) of CuCN were dissolved in 130 cm3 of NMP and the solution was refluxed with a mantle heater for 2 hours. The reaction solution was cooled to room temperature. 42 cm3 of EDA was added to the cooled solution and the solution was poured into 300 cm3 of ice water. The resulting mixture was extracted with chloroform and washed with an aqueous EDA solution and water. The chloroform was distilled off the washed mixture. The distillation res...